From a dataset of the Open Reaction Database (ORD), a public repository of structured organic reaction records. describe an organic reaction: reactants, conditions, products, and yield Isolated yield 93.0%. The product is ClC1=C(C=C(C=C1)N1CCC(CC1)C(CC)=O)OC (1-(1-(4-chloro-3-methoxyphenyl)piperidin-4-yl)propan-1-one). Reported procedure: A solution of 1-(4-chloro-3-methoxyphenyl)-N-methoxy-N-methylpiperidine-4-carboxamide (450 mg, 1.439 mmol) in anhydrous Et2O (10 mL) and THF (5 mL) was placed under nitrogen and cooled to −78° C. The solution was treated with ethylmagnesium bromide (2.16 mL of a 2.0 M solution in Et2O, 4.32 mmol) within 2 minutes and the stirred at for 20 minutes before warming the reaction to 0° C. The reaction was continued at 0° C. for 30 min and then poured into 0.5 M HCl (15 mL) and stirred vigorously for 5... The reactants are C(C)[Mg]Br (ethylmagnesium bromide), solution, ClC1=C(C=C(C=C1)N1CCC(CC1)C(=O)N(C)OC)OC (1-(4-chloro-3-methoxyphenyl)-N-methoxy-N-methylpiperidine-4-carboxamide), Cl (HCl). Conditions: temperature -78 celsius, time 20 minute. The solvent is CCOCC (Et2O), CCOCC (Et2O), C1CCOC1 (THF). Reaction SMILES: [Cl:1][C:2]1[CH:7]=[CH:6][C:5]([N:8]2[CH2:13][CH2:12][CH:11]([C:14](N(OC)C)=[O:15])[CH2:10][CH2:9]2)=[CH:4][C:3]=1[O:20][CH3:21].[CH2:22]([Mg]Br)[CH3:23].Cl>CCOCC.C1COCC1>[Cl:1][C:2]1[CH:7]=[CH:6][C:5]([N:8]2[CH2:9][CH2:10][CH:11]([C:14](=[O:15])[CH2:22][CH3:23])[CH2:12][CH2:13]2)=[CH:4][C:3]=1[O:20][CH3:21]. Procedure details: tert-Butyl 4-(4-methylpiperazin-1-yl)-2-[(1-methylpiperidin-4-yl)(trifluoroacetyl)amino]benzoate (1.18 g, 2.435 mmol) was dissolved in dry dichloromethane (3 mL) under nitrogen atmosphere. A 4 M solution of HCl in dioxane (9.1 mL, 36.4 mmol, 15 eq) was then added dropwise and the mixture was stirred for 1.5 hours. A sticky solid was formed. 5 more equivalents of HCl were added and the mixture was stirred for 2 more hours. The solid was filtered, washed with DCM (10 mL) and diethyl ether (10 mL) ... The yield is 87.0%. The solvent is ClCCl (dichloromethane). Reaction conditions: time 1.5 hour. Reactants: CN1CCN(CC1)C1=CC(=C(C(=O)OC(C)(C)C)C=C1)N(C(C(F)(F)F)=O)C1CCN(CC1)C (tert-Butyl 4-(4-methylpiperazin-1-yl)-2-[(1-methylpiperidin-4-yl)(trifluoroacetyl)amino]benzoate), solution, Cl (HCl), O1CCOCC1 (dioxane), Cl (HCl). Product: Cl.Cl.CN1CCN(CC1)C1=CC(=C(C(=O)O)C=C1)N(C(C(F)(F)F)=O)C1CCN(CC1)C (4-(4-methylpiperazin-1-yl)-2-[(1-methylpiperidin-4-yl)(trifluoroacetyl)amino]benzoic acid dihydrochloride), powder. RXN SMILES: [CH3:1][N:2]1[CH2:7][CH2:6][N:5]([C:8]2[CH:20]=[CH:19][C:11]([C:12]([O:14]C(C)(C)C)=[O:13])=[C:10]([N:21]([CH:28]3[CH2:33][CH2:32][N:31]([CH3:34])[CH2:30][CH2:29]3)[C:22](=[O:27])[C:23]([F:26])([F:25])[F:24])[CH:9]=2)[CH2:4][CH2:3]1.[ClH:35].O1CCOCC1>ClCCl>[ClH:35].[ClH:35].[CH3:1][N:2]1[CH2:7][CH2:6][N:5]([C:8]2[CH:20]=[CH:19][C:11]([C:12]([OH:14])=[O:13])=[C:10]([N:21]([CH:28]3[CH2:29][CH2:30][N:31]([CH3:34])[CH2:32][CH2:33]3)[C:22](=[O:27])[C:23]([F:25])([F:24])[F:26])[CH:9]=2)[CH2:4][CH2:3]1 |f:4.5.6|. The reactants are CO, [Na+], O=C([O-])O, COC1=C(OC)C(=O)C(Cc2ccc(C(=O)Nc3cccnc3)c(OC(C)=O)c2)=C(C)C1=O. The product is COC1=C(OC)C(=O)C(Cc2ccc(C(=O)Nc3cccnc3)c(O)c2)=C(C)C1=O. As a reaction SMILES: [CH3:39][OH:40].[Na+:1].[OH:2][C:3](=[O:4])[O-:5].[n:6]1[cH:7][c:8]([NH:12][C:13]([c:14]2[c:15]([O:34][C:35](=[O:36])[CH3:37])[cH:16][c:17]([CH2:20][C:21]3=[C:26]([CH3:27])[C:25](=[O:28])[C:24]([O:29][CH3:30])=[C:23]([O:31][CH3:32])[C:22]3=[O:33])[cH:18][cH:19]2)=[O:38])[cH:9][cH:10][cH:11]1>>[n:6]1[cH:7][c:8]([NH:12][C:13]([c:14]2[c:15]([OH:34])[cH:16][c:17]([CH2:20][C:21]3=[C:26]([CH3:27])[C:25](=[O:28])[C:24]([O:29][CH3:30])=[C:23]([O:31][CH3:32])[C:22]3=[O:33])[cH:18][cH:19]2)=[O:38])[cH:9][cH:10][cH:11]1. Starting materials: C(C1=CC=CC=C1)N1C[C@H](CC1)NC1=NC2=CC=CC=C2C(=N1)N1CCN(CC1)C(=O)OC(C)(C)C (t-Butyl 4-(2-((S)-1-benzylpyrrolidin-3-ylamino)quinazolin-4-yl)piperazine-1-carboxylate). The reagents and catalysts are [OH-].[OH-].[Pd+2] (Pd(OH)2/C), [OH-].[OH-].[Pd+2] (Pd(OH)2/C). The solvent is CO (methanol). Run at temperature 50 celsius, time 8 hour. Product: N1C[C@H](CC1)NC1=NC2=CC=CC=C2C(=N1)N1CCN(CC1)C(=O)OC(C)(C)C (t-butyl 4-(2-((S)-pyrrolidin-3-ylamino)quinazolin-4-yl)piperazine-1-carboxylate). Isolated yield 29.7%. RXN SMILES: C([N:8]1[CH2:12][CH2:11][C@H:10]([NH:13][C:14]2[N:23]=[C:22]([N:24]3[CH2:29][CH2:28][N:27]([C:30]([O:32][C:33]([CH3:36])([CH3:35])[CH3:34])=[O:31])[CH2:26][CH2:25]3)[C:21]3[C:16](=[CH:17][CH:18]=[CH:19][CH:20]=3)[N:15]=2)[CH2:9]1)C1C=CC=CC=1>CO.[OH-].[OH-].[Pd+2]>[NH:8]1[CH2:12][CH2:11][C@H:10]([NH:13][C:14]2[N:23]=[C:22]([N:24]3[CH2:25][CH2:26][N:27]([C:30]([O:32][C:33]([CH3:36])([CH3:35])[CH3:34])=[O:31])[CH2:28][CH2:29]3)[C:21]3[C:16](=[CH:17][CH:18]=[CH:19][CH:20]=3)[N:15]=2)[CH2:9]1 |f:2.3.4|. Reported procedure: t-Butyl 4-(2-((S)-1-benzylpyrrolidin-3-ylamino)quinazolin-4-yl)piperazine-1-carboxylate (26 g) was dissolved in methanol (260 mL), followed by addition of 20% Pd(OH)2/C (5.2 g), and the mixture was stirred under hydrogen atmosphere at room temperature for 16 h and at 50° C. for 8 h. 20% Pd(OH)2/C (5.2 g) was further added, and the mixture was stirred under hydrogen atmosphere for 3 days. The catalyst was removed by filtration, then the filtrate was concentrated under reduced pressure, and the re... Starting materials: CCc1cc(-c2cncc(C(=O)O)c2)c(C)[nH]c1=O, COC(=O)C1CC(O)CN1. Yields the product CCc1cc(-c2cncc(C(=O)N3CC(O)CC3C(=O)OC)c2)c(C)[nH]c1=O. Reaction SMILES: [CH2:1]([CH3:2])[c:3]1[cH:4][c:5](-[c:11]2[cH:12][n:13][cH:14][c:15]([C:17](=[O:18])[OH:19])[cH:16]2)[c:6]([CH3:10])[nH:7][c:8]1=[O:9].[CH3:20][O:21][C:22](=[O:23])[CH:24]1[NH:25][CH2:26][CH:27]([OH:29])[CH2:28]1>>[CH2:1]([CH3:2])[c:3]1[cH:4][c:5](-[c:11]2[cH:12][n:13][cH:14][c:15]([C:17](=[O:19])[N:25]3[CH:24]([C:22]([O:21][CH3:20])=[O:23])[CH2:28][CH:27]([OH:29])[CH2:26]3)[cH:16]2)[c:6]([CH3:10])[nH:7][c:8]1=[O:9]. Starting materials: NC1=C(NC2=CC(=CC=C12)Cl)C(C1=CC(=CC=C1)Cl)=O (3-amino-6-chloro-2-(3-chlorobenzoyl)indole), C(CCC)(=O)Cl (butyryl chloride). Yields the product C(CCC)(=O)NC1=C(NC2=CC(=CC=C12)Cl)C(C1=CC(=CC=C1)Cl)=O (3-(Butyrylamino)-6-chloro-2-(3-chlorobenzoyl)indole). Reaction SMILES: [NH2:1][C:2]1[C:10]2[C:5](=[CH:6][C:7]([Cl:11])=[CH:8][CH:9]=2)[NH:4][C:3]=1[C:12](=[O:20])[C:13]1[CH:18]=[CH:17][CH:16]=[C:15]([Cl:19])[CH:14]=1.[C:21](Cl)(=[O:25])[CH2:22][CH2:23][CH3:24]>>[C:21]([NH:1][C:2]1[C:10]2[C:5](=[CH:6][C:7]([Cl:11])=[CH:8][CH:9]=2)[NH:4][C:3]=1[C:12](=[O:20])[C:13]1[CH:18]=[CH:17][CH:16]=[C:15]([Cl:19])[CH:14]=1)(=[O:25])[CH2:22][CH2:23][CH3:24]. Procedure details: The title compound was prepared according to the procedure described in Example 19 employing 3-amino-6-chloro-2-(3-chlorobenzoyl)indole (Example 30) and butyryl chloride. m.p.: 157-158° C. 1H-NMR (CDCl3) δ: 9.96 (1H, br s), 8.29 (1H, d, J=8.8 Hz), 8.17 (1H, br s), 7.78 (1H, dd, J=1.5, 1.8 Hz), 7.70-7.59 (2H, m), 7.51 (1H, t, J=7.7 Hz), 7.31 (1H, d, J=1.1 Hz), 7.11 (1H, dd, J=1.8, 8.8 Hz), 2.47 (2H, t, J=7.3 Hz), 1.88-1.75 (2H, m), 1.05 (3H, t, J=7.5 Hz)